Task: describe an organic reaction: reactants, conditions, products, and yield. Dataset: the Open Reaction Database (ORD), a public repository of structured organic reaction records The reactants are NCCCCC=1N=CNC1 (4-(4-aminobutyl)imidazole), dihydrobromide, [N+](=O)([O-])C=C(SC)SC (1-nitro-2,2-bis-methylthioethylene), [N+](=O)([O-])C=C(NCCCCC=1N=CNC1)SC (1-nitro-2-methylthio-2-[4-(4-imidazolyl)butylamino]ethylene), CN (methylamine). Yields the product [N+](=O)([O-])C=C(NCCCCC=1N=CNC1)NC (1-Nitro-2-methylamino-2-[4-(4-imidazolyl)butylamino]ethylene). As a reaction SMILES: [NH2:1][CH2:2][CH2:3][CH2:4][CH2:5][C:6]1[N:7]=[CH:8][NH:9][CH:10]=1.[N+](C=C(SC)SC)([O-])=O.[N+:20]([CH:23]=[C:24](SC)[NH:25][CH2:26]CCCC1N=CNC=1)([O-:22])=[O:21].CN>>[N+:20]([CH:23]=[C:24]([NH:25][CH3:26])[NH:1][CH2:2][CH2:3][CH2:4][CH2:5][C:6]1[N:7]=[CH:8][NH:9][CH:10]=1)([O-:22])=[O:21]. Procedure: Reaction of 4-(4-aminobutyl)imidazole (from the dihydrobromide (3.6g) with 1-nitro-2,2-bis-methylthioethylene (2.0g) by the procedure of Example 4(i) and treatment of the resultant 1-nitro-2-methylthio-2-[4-(4-imidazolyl)butylamino]ethylene with methylamine according to the procedure of Example 3(ii) gives the title compound.